Dataset: the Open Reaction Database (ORD), a public repository of structured organic reaction records. Task: describe an organic reaction: reactants, conditions, products, and yield Reactants: FC1=C(C#N)C=C(C=C1)C (2-fluoro-5-methylbenzonitrile), C(C)[S-].[Na+] (sodium ethanethiolate), Cl (hydrochloric acid). The solvent is CN(C=O)C (N,N-dimethylformamide). Yields the product C(C)SC1=C(C#N)C=C(C=C1)C (2-(ethylsulfanyl)-5-methylbenzonitrile). Yield: 87.1%. RXN SMILES: F[C:2]1[CH:9]=[CH:8][C:7]([CH3:10])=[CH:6][C:3]=1[C:4]#[N:5].[CH2:11]([S-:13])[CH3:12].[Na+].Cl>CN(C)C=O>[CH2:11]([S:13][C:2]1[CH:9]=[CH:8][C:7]([CH3:10])=[CH:6][C:3]=1[C:4]#[N:5])[CH3:12] |f:1.2|. Reported procedure: (Step 1) A mixture of 2-fluoro-5-methylbenzonitrile (7.5 g) and sodium ethanethiolate (4.9 g) was stirred in N,N-dimethylformamide (30 ml) at room temperature for 3 hr. The reaction solution was treated with 1N hydrochloric acid, and extracted with ethyl acetate. The extract was washed with saturated brine, and dried over magnesium sulfate. The solvent was evaporated under reduced pressure to give 2-(ethylsulfanyl)-5-methylbenzonitrile (8.57 g). Starting materials: [H-].[H-].[H-].[H-].[Li+].[Al+3] (LiAlH4), C(C1=CC=CC=C1)N1CC2N(C3=C(NC(C2)=O)C=CC=N3)CC1 (9-benzyl-7,7a,8,9,10,11-hexahydropyrazino[1,2-d]pyrido[3,2-b][1,4]diazepin-6(5H)-one). The solvent is O1CCCC1 (tetrahydrofuran). Yields the product C(C1=CC=CC=C1)N1CC2N(C3=C(NCC2)C=CC=N3)CC1 (9-benzyl-5,6,7,7a,8,9,10,11-octahydropyrazino[1,2-d]pyrido[3,2-b][1,4]diazepine). Reaction SMILES: [H-].[H-].[H-].[H-].[Li+].[Al+3].[CH2:7]([N:14]1[CH2:29][CH2:28][N:17]2[C:18]3[N:27]=[CH:26][CH:25]=[CH:24][C:19]=3[NH:20][C:21](=O)[CH2:22][CH:16]2[CH2:15]1)[C:8]1[CH:13]=[CH:12][CH:11]=[CH:10][CH:9]=1>O1CCCC1>[CH2:7]([N:14]1[CH2:29][CH2:28][N:17]2[C:18]3[N:27]=[CH:26][CH:25]=[CH:24][C:19]=3[NH:20][CH2:21][CH2:22][CH:16]2[CH2:15]1)[C:8]1[CH:13]=[CH:12][CH:11]=[CH:10][CH:9]=1 |f:0.1.2.3.4.5|. Procedure details: Solid LiAlH4 (255 mg, 6.72 mmol) was added gradually to a stirred suspension of the product of Example 51B (337 mg, 1.093 mmol) in tetrahydrofuran (25 mL). The resulting mixture was heated at reflux under nitrogen for 1 hour, then cooled in ice and quenched by successive addition of ethyl acetate (3 mL), water (0.25 mL), 15% NaOH (0.25 mL) and water (0.75 mL). The gray slurry was filtered through diatomaceous earth with an ethyl acetate (30 mL total) rinse. The filtrate was concentrated under va... Starting materials: ClCCl, CCCCC(C)(C)C(C=CC1C(OC2CCCCO2)CC(=O)C1CCCCC(O)CC(=O)OC)OC1CCCCO1, [Na+], O=[Cr](=O)=O, O=S(=O)([O-])O, c1ccncc1. The product is CCCCC(C)(C)C(C=CC1C(OC2CCCCO2)CC(=O)C1CCCCC(=O)CC(=O)OC)OC1CCCCO1. RXN SMILES: [CH2:58]([Cl:59])[Cl:60].[CH3:11][O:12][C:13]([CH2:14][CH:15]([CH2:16][CH2:17][CH2:18][CH2:19][CH:20]1[C:21](=[O:49])[CH2:22][CH:23]([O:42][CH:43]2[O:44][CH2:45][CH2:46][CH2:47][CH2:48]2)[CH:24]1[CH:25]=[CH:26][CH:27]([C:28]([CH2:29][CH2:30][CH2:31][CH3:32])([CH3:33])[CH3:34])[O:35][CH:36]1[O:37][CH2:38][CH2:39][CH2:40][CH2:41]1)[OH:50])=[O:51].[Na+:57].[O:1]=[Cr:2](=[O:3])=[O:4].[S:52](=[O:53])(=[O:54])([OH:55])[O-:56].[cH:5]1[cH:6][cH:7][n:8][cH:9][cH:10]1>>[CH3:11][O:12][C:13]([CH2:14][C:15]([CH2:16][CH2:17][CH2:18][CH2:19][CH:20]1[C:21](=[O:49])[CH2:22][CH:23]([O:42][CH:43]2[O:44][CH2:45][CH2:46][CH2:47][CH2:48]2)[CH:24]1[CH:25]=[CH:26][CH:27]([C:28]([CH2:29][CH2:30][CH2:31][CH3:32])([CH3:33])[CH3:34])[O:35][CH:36]1[O:37][CH2:38][CH2:39][CH2:40][CH2:41]1)=[O:50])=[O:51]. The reactants are [Si](C)(C)(C(C)(C)C)OC[C@H](C)[C@@H]1[C@H](C(N1C(CC1=CC=C(C=C1)OC)CC1=CC=C(C=C1)OC)=O)[C@@H](C)OC(=O)OCC1=CC=CC=C1 ((3S,4R)-4-(1-(R)-t-butyldimethylsilyloxymethylethyl)-3-(1-(R)-benzyloxycarbonyloxyethyl)-1-di(p-anisyl)methyl-2-azetidinone), COC1=CC(=CC=C1)OC (1,3-dimethoxybenzene), B(F)(F)F.CCOCC (boron trifluoride etherate), resultant mixture. The solvent is ClCCl (dichloromethane). Yields the product OC[C@H](C)[C@H]1[C@H](C(N1)=O)[C@@H](C)OC(=O)OCC1=CC=CC=C1 ((3S,4S)-4-(1-(R)-hydroxymethylethyl)-3-(1-(R)-benzyloxycarbonyloxyethyl)-2-azetidinone). As a reaction SMILES: [Si]([O:8][CH2:9][C@@H:10]([C@H:12]1[N:15](C(CC2C=CC(OC)=CC=2)CC2C=CC(OC)=CC=2)[C:14](=[O:35])[C@@H:13]1[C@H:36]([O:38][C:39]([O:41][CH2:42][C:43]1[CH:48]=[CH:47][CH:46]=[CH:45][CH:44]=1)=[O:40])[CH3:37])[CH3:11])(C(C)(C)C)(C)C.COC1C=CC=C(OC)C=1.B(F)(F)F.CCOCC>ClCCl>[OH:8][CH2:9][C@@H:10]([C@@H:12]1[NH:15][C:14](=[O:35])[C@@H:13]1[C@H:36]([O:38][C:39]([O:41][CH2:42][C:43]1[CH:44]=[CH:45][CH:46]=[CH:47][CH:48]=1)=[O:40])[CH3:37])[CH3:11] |f:2.3|. Procedure: To a solution of (3S,4R)-4-(1-(R)-t-butyldimethylsilyloxymethylethyl)-3-(1-(R)-benzyloxycarbonyloxyethyl)-1-di(p-anisyl)methyl-2-azetidinone (20 g) in dry dichloromethane (200 ml), there were added 1,3-dimethoxybenzene (7.8 g) and boron trifluoride etherate (23 g) at 10°-20° C., and the resultant mixture was stirred at room temperature for 3 hours, followed by heating under reflux for 3-5 hours. The reaction mixture was cooled down to 10°-15° C., washed successively with brine (200 ml×2), 2.5% a... Starting materials: [N+](=O)([O-])C1=CC=C(C=C1)CCCCCCO (6-(4-nitrophenyl)hexanol). Reagents/catalysts: [Pd] (Pd/C). Solvent: C(C)O (ethanol). Run at time 2 hour. Product: NC1=CC=C(C=C1)CCCCCCO (6-(4-aminophenyl)hexanol). Reaction SMILES: [N+:1]([C:4]1[CH:9]=[CH:8][C:7]([CH2:10][CH2:11][CH2:12][CH2:13][CH2:14][CH2:15][OH:16])=[CH:6][CH:5]=1)([O-])=O>[Pd].C(O)C>[NH2:1][C:4]1[CH:5]=[CH:6][C:7]([CH2:10][CH2:11][CH2:12][CH2:13][CH2:14][CH2:15][OH:16])=[CH:8][CH:9]=1. Procedure details: A solution was prepared from 8.5 g of 6-(4-nitrophenyl)hexanol and 150 ml of ethanol and 0.42 g of 10% Pd/C catalyst was added. The resulting mixture was shaken under hydrogen (2.7-3.3 atmospheres) at room temperature for 2 hours. The catalyst was then removed by filtration and the solvent was evaporated from the filtrate to leave a crude tan solid. The solid was recrystallized from ethyl acetate/hexane to give 6-(4-aminophenyl)hexanol.